From a dataset of the Open Reaction Database (ORD), a public repository of structured organic reaction records. describe an organic reaction: reactants, conditions, products, and yield The reactants are CCOC(=O)Cn1ccnc(Br)c1=O, Cc1ccccc1, CCOC(C)=O, NC1COCC1OCC1CC1, CCN(C(C)C)C(C)C. The product is CCOC(=O)Cn1ccnc(NC2COCC2OCC2CC2)c1=O. Reaction SMILES: [Br:12][c:13]1[c:14](=[O:25])[n:15]([CH2:19][C:20](=[O:21])[O:22][CH2:23][CH3:24])[cH:16][cH:17][n:18]1.[CH3:35][c:36]1[cH:37][cH:38][cH:39][cH:40][cH:41]1.[CH3:42][CH2:43][O:44][C:45]([CH3:46])=[O:47].[CH:1]1([CH2:4][O:5][CH:6]2[CH2:7][O:8][CH2:9][CH:10]2[NH2:11])[CH2:2][CH2:3]1.[CH:26]([N:27]([CH2:28][CH3:29])[CH:30]([CH3:31])[CH3:32])([CH3:33])[CH3:34]>>[CH:1]1([CH2:4][O:5][CH:6]2[CH2:7][O:8][CH2:9][CH:10]2[NH:11][c:13]2[c:14](=[O:25])[n:15]([CH2:19][C:20](=[O:21])[O:22][CH2:23][CH3:24])[cH:16][cH:17][n:18]2)[CH2:2][CH2:3]1. Reactants: C(C1=CC=CC=C1)OC(=O)N[C@H](C(=O)OC)CC1=CC(=C(C=C1)B1OC(C(O1)(C)C)(C)C)C (methyl (2S)-2-[(benzyloxy)carbonyl]amino-3-[3-methyl-4-(4,4,5,5-tetramethyl-1,3,2-dioxaborolan-2-yl)phenyl]propanoate), I(=O)(=O)(=O)[O-].[Na+] (sodium periodate), O1CCCC1 (tetrahydrofuran), C(C)(=O)[O-].[NH4+] (ammonium acetate). Solvent: C(C)(=O)OCC (ethyl acetate), Cl (HCl), O (water). Yields the product C(C1=CC=CC=C1)OC(=O)N[C@@H](CC1=CC(=C(C=C1)B(O)O)C)C(=O)OC ([4-((2S)-2-[(Benzyloxy)carbonyl]amino-3-methoxy-3-oxopropyl)-2-methylphenyl]boronic acid). Isolated yield 100.1%. RXN SMILES: [CH2:1]([O:8][C:9]([NH:11][C@@H:12]([CH2:17][C:18]1[CH:23]=[CH:22][C:21]([B:24]2[O:28]C(C)(C)C(C)(C)[O:25]2)=[C:20]([CH3:33])[CH:19]=1)[C:13]([O:15][CH3:16])=[O:14])=[O:10])[C:2]1[CH:7]=[CH:6][CH:5]=[CH:4][CH:3]=1.I([O-])(=O)(=O)=O.[Na+].O1CCCC1.C([O-])(=O)C.[NH4+]>C(OCC)(=O)C.Cl.O>[CH2:1]([O:8][C:9]([NH:11][C@H:12]([C:13]([O:15][CH3:16])=[O:14])[CH2:17][C:18]1[CH:23]=[CH:22][C:21]([B:24]([OH:28])[OH:25])=[C:20]([CH3:33])[CH:19]=1)=[O:10])[C:2]1[CH:7]=[CH:6][CH:5]=[CH:4][CH:3]=1 |f:1.2,4.5|. Procedure details: A solution of methyl (2S)-2-[(benzyloxy)carbonyl]amino-3-[3-methyl-4-(4,4,5,5-tetramethyl-1,3,2-dioxaborolan-2-yl)phenyl]propanoate (6.90 g, 15.2 mmol), sodium periodate (16.3 g, 76.1 mmol), tetrahydrofuran (156 mL), ammonium acetate (4.69 g, 60.9 mmol) and water (156 mL) was stirred at 25° C. for 24 h. The reaction was diluted with ethyl acetate and 1 N HCl solution. The aqueous solution was extracted with ethyl acetate once. The combined organic solutions were washed with brine, dried with sod... Starting materials: N (Ammonia), C(C)(C)NC1=NS(C2=C(N1)C=C(C=C2)CC(=O)OCC)(=O)=O (ethyl (3-isopropylamino-1,1-dioxo-1,4-dihydro-1λ6,2,4-benzothiadiazin-6-yl)acetate), [C-]#N.[Na+] (sodium cyanide). Run in CO (methanol). Run at temperature 57.5 celsius. The product is C(C)(C)NC1=NS(C2=C(N1)C=C(C=C2)CC(=O)N)(=O)=O (2-(3-Isopropylamino-1,1-dioxo-1,4-dihydro-1λ6,2,4-benzothiadiazin-6-yl)acetamide). Reaction SMILES: [NH3:1].[CH:2]([NH:5][C:6]1[NH:11][C:10]2[CH:12]=[C:13]([CH2:16][C:17](OCC)=[O:18])[CH:14]=[CH:15][C:9]=2[S:8](=[O:23])(=[O:22])[N:7]=1)([CH3:4])[CH3:3].[C-]#N.[Na+]>CO>[CH:2]([NH:5][C:6]1[NH:11][C:10]2[CH:12]=[C:13]([CH2:16][C:17]([NH2:1])=[O:18])[CH:14]=[CH:15][C:9]=2[S:8](=[O:23])(=[O:22])[N:7]=1)([CH3:4])[CH3:3] |f:2.3|. Reported procedure: Ammonia gas was passed through a solution of ethyl (3-isopropylamino-1,1-dioxo-1,4-dihydro-1λ6,2,4-benzothiadiazin-6-yl)acetate (0.20 g) and sodium cyanide (20 mg) in 10 ml of methanol at room temperature for 5 min. The solution was heated at 55-60° C. in a sealed flask overnight. The solvent was removed in vacuo and the residue was treated with 25 ml of water. On standing, a crystalline precipitate was formed. The crystals were filtered off and dried to give the title compound; m.p. 321-325° C. The reactants are C(O)(O)=O.NNC(=N)N (Aminoguanidine bicarbonate), C(CCC)(=O)NC(C(C(=O)OCC)=O)C (ethyl 3-butyramido-2-oxo-butyrate), C(O)(O)=O.NNC(=N)N (aminoguanidine bicarbonate). The solvent is C(C)O (ethanol). The product is NC=1NN=C(C(N1)=O)C(C)NC(CCC)=O (N-[1-(3-Amino-2,5-dihydro-5-oxo-1,2,4-triazin-6-yl)ethyl]butyramide). Yield: 50.4%. Reaction SMILES: C(=O)(O)O.[NH2:5][NH:6][C:7]([NH2:9])=[NH:8].[C:10]([NH:15][CH:16]([CH3:24])[C:17](=O)[C:18](OCC)=[O:19])(=[O:14])[CH2:11][CH2:12][CH3:13]>C(O)C>[NH2:8][C:7]1[NH:6][N:5]=[C:17]([CH:16]([NH:15][C:10](=[O:14])[CH2:11][CH2:12][CH3:13])[CH3:24])[C:18](=[O:19])[N:9]=1 |f:0.1|. Reported procedure: Aminoguanidine bicarbonate (2.4 g) was suspended in a solution of ethyl 3-butyramido-2-oxo-butyrate (3.8 g) in absolute ethanol (40 ml) and the mixture was heated under reflux for 5 hours. During this period aminoguanidine bicarbonate gradually dissolved and a new product precipitated as a white solid. The mixture was cooled and the solid (2.62 g) collected and taken up in 2 N hydrochloric acid (30 ml). The solution was filtered to remove a small amount of undissolved solid, then adjusted to pH ... The reactants are solution, C(C1=CC=CC=C1)OCC1=NC=C(C(=N1)O)NC(C(C1=CC=CC=C1)C1=CC=CC=C1)=O (N-(2-(benzyloxymethyl)-4-hydroxypyrimidin-5-yl)-2,2-diphenylacetamide). Reagents/catalysts: [Pd] (Pd/C). The solvent is CO (MeOH). The product is OC1=NC(=NC=C1NC(C(C1=CC=CC=C1)C1=CC=CC=C1)=O)CO (N-(4-hydroxy-2-(hydroxymethyl)pyrimidin-5-yl)-2,2-diphenylacetamide). Yield: 62.8%. RXN SMILES: C([O:8][CH2:9][C:10]1[N:15]=[C:14]([OH:16])[C:13]([NH:17][C:18](=[O:32])[CH:19]([C:26]2[CH:31]=[CH:30][CH:29]=[CH:28][CH:27]=2)[C:20]2[CH:25]=[CH:24][CH:23]=[CH:22][CH:21]=2)=[CH:12][N:11]=1)C1C=CC=CC=1>CO.[Pd]>[OH:16][C:14]1[C:13]([NH:17][C:18](=[O:32])[CH:19]([C:26]2[CH:27]=[CH:28][CH:29]=[CH:30][CH:31]=2)[C:20]2[CH:25]=[CH:24][CH:23]=[CH:22][CH:21]=2)=[CH:12][N:11]=[C:10]([CH2:9][OH:8])[N:15]=1. Reported procedure: To a solution of step D product, 3-f, (1.2 g, 2.8 mmol) in MeOH (100 mL) was added Pd/C (200 mg, 10%) and HCO2NH4 (0.36 g, 5.6 mmol). The mixture was stirred and refluxed for 5 h. The reaction mixture was filtered. The liquids were concentrated and purified by column chromatography to afford the product, 3-g (590 mg, 64%). 1H NMR (300 MHz, DMSO) δ 4.30 (d, J=4.2 Hz, 2H), 5.66 (s, 1H), 7.21-7.35 (m, 11H), 8.66 (s, 1H), 9.64 (s, 1H). LC-MS (M+H)+ 326.1. Starting materials: COc1ccc(OCC2CO2)cc1OC, ClCCl, CN(C)C=O, Cc1c(NCCN)n(C)c(=O)n(C)c1=O, O. The product is COc1ccc(OCC(O)CNCCNc2c(C)c(=O)n(C)c(=O)n2C)cc1OC. RXN SMILES: [CH2:1]([CH:2]1[CH2:3][O:4]1)[O:5][c:6]1[cH:7][c:8]([O:14][CH3:15])[c:9]([O:12][CH3:13])[cH:10][cH:11]1.[CH2:37]([Cl:38])[Cl:39].[CH3:31][N:32]([CH3:33])[CH:34]=[O:35].[NH2:16][CH2:17][CH2:18][NH:19][c:20]1[n:21]([CH3:30])[c:22](=[O:29])[n:23]([CH3:28])[c:24](=[O:27])[c:25]1[CH3:26].[OH2:36]>>[CH2:1]([CH:2]([CH2:3][NH:16][CH2:17][CH2:18][NH:19][c:20]1[n:21]([CH3:30])[c:22](=[O:29])[n:23]([CH3:28])[c:24](=[O:27])[c:25]1[CH3:26])[OH:4])[O:5][c:6]1[cH:7][c:8]([O:14][CH3:15])[c:9]([O:12][CH3:13])[cH:10][cH:11]1.